Dataset: the Open Reaction Database (ORD), a public repository of structured organic reaction records. Task: describe an organic reaction: reactants, conditions, products, and yield The reactants are N1=CC(=CC=C1)B(O)O (3-pyridine boronic acid), BrC1=CC(=C(C=C1)C(=O)N1[C@@H](CCC1)CN1CCCC1)F ((4-bromo-2-fluoro-phenyl)-(2-(S)-pyrrolidin-1-ylmethyl-pyrrolidin-1-yl)-methanone). Product: FC1=C(C=CC=C1C1=CC=NC=C1)C(=O)N1[C@@H](CCC1)CN1CCCC1 ((2-Fluoro-3-pyridin-4-yl-phenyl)-(2 (S)-pyrrolidin-1-ylmethyl-pyrrolidin-1-yl)-methanone). As a reaction SMILES: [N:1]1[CH:6]=[CH:5][CH:4]=[C:3](B(O)O)[CH:2]=1.Br[C:11]1[CH:16]=[CH:15][C:14]([C:17]([N:19]2[CH2:23][CH2:22][CH2:21][C@H:20]2[CH2:24][N:25]2[CH2:29][CH2:28][CH2:27][CH2:26]2)=[O:18])=[C:13]([F:30])[CH:12]=1>>[F:30][C:13]1[C:12]([C:4]2[CH:5]=[CH:6][N:1]=[CH:2][CH:3]=2)=[CH:11][CH:16]=[CH:15][C:14]=1[C:17]([N:19]1[CH2:23][CH2:22][CH2:21][C@H:20]1[CH2:24][N:25]1[CH2:29][CH2:28][CH2:27][CH2:26]1)=[O:18]. Reported procedure: The title compound is prepared in a manner substantially analogous to Procedure FF starting from 3-pyridine boronic acid and (4-bromo-2-fluoro-phenyl)-(2-(S)-pyrrolidin-1-ylmethyl-pyrrolidin-1-yl)-methanone. MS (ES+) 354.2